From a dataset of the Open Reaction Database (ORD), a public repository of structured organic reaction records. describe an organic reaction: reactants, conditions, products, and yield Starting materials: BrC=1C(=CC2=C(C=3N(C4CC2C4)C=C(N3)C(=O)N)C1)F (10-bromo-9-fluoro-6,7-dihydro-5H-5,7-methanobenzo[c]imidazo[1,2-a]azepine-2-carboxamide), N1=C(C=CC=C1)[C@@](C)(C#C)O ((R)-2-(pyridin-2-yl)but-3-yn-2-ol). The product is FC1=CC2=C(C=3N(C4CC2C4)C=C(N3)C(=O)N)C=C1C#C[C@](C)(C1=NC=CC=C1)O ((R)-9-fluoro-10-(3-hydroxy-3-(pyridin-2-yl)but-1-yn-1-yl)-6,7-dihydro-5H-5,7-methanobenzo[c]imidazo[1,2-a]azepine-2-carboxamide). Reaction SMILES: Br[C:2]1[C:3]([F:20])=[CH:4][C:5]2[CH:11]3[CH2:12][CH:9]([CH2:10]3)[N:8]3[CH:13]=[C:14]([C:16]([NH2:18])=[O:17])[N:15]=[C:7]3[C:6]=2[CH:19]=1.[N:21]1[CH:26]=[CH:25][CH:24]=[CH:23][C:22]=1[C@:27]([OH:31])([C:29]#[CH:30])[CH3:28]>>[F:20][C:3]1[C:2]([C:30]#[C:29][C@@:27]([OH:31])([C:22]2[CH:23]=[CH:24][CH:25]=[CH:26][N:21]=2)[CH3:28])=[CH:19][C:6]2[C:7]3[N:8]([CH:13]=[C:14]([C:16]([NH2:18])=[O:17])[N:15]=3)[CH:9]3[CH2:12][CH:11]([C:5]=2[CH:4]=1)[CH2:10]3. Procedure details: Similar to as described in General Procedure F, reaction of 10-bromo-9-fluoro-6,7-dihydro-5H-5,7-methanobenzo[c]imidazo[1,2-a]azepine-2-carboxamide with (R)-2-(pyridin-2-yl)but-3-yn-2-ol gave the titled compound. The reactants are O=C([O-])[O-], CC(C)C1COCc2nc3cnc4ccccc4c3n21, ClCCl, [Na+], [Na+], O=C(OO)c1cccc(Cl)c1. Yields the product CC(C)C1COCc2nc3c[n+]([O-])c4ccccc4c3n21. RXN SMILES: [C:32](=[O:33])([O-:34])[O-:35].[CH:1]([CH3:2])([CH3:3])[CH:4]1[CH2:5][O:6][CH2:7][c:8]2[n:9]1[c:10]1[c:11]([cH:12][n:13][c:14]3[cH:15][cH:16][cH:17][cH:18][c:19]13)[n:20]2.[Cl:38][CH2:39][Cl:40].[Na+:36].[Na+:37].[OH:21][O:22][C:23]([c:24]1[cH:25][c:26]([Cl:27])[cH:28][cH:29][cH:30]1)=[O:31]>>[CH:1]([CH3:2])([CH3:3])[CH:4]1[CH2:5][O:6][CH2:7][c:8]2[n:9]1[c:10]1[c:11]([cH:12][n+:13]([O-:21])[c:14]3[cH:15][cH:16][cH:17][cH:18][c:19]13)[n:20]2. Reactants: CC1=NN2N=C(NC2=C1)CCCC1=CC=C(C=C1)NC(C(CCCCCC)OC1=C(C=C(C=C1)C(C)(C)CC)C(C)(C)CC)=O (6-methyl-2-(3-(4-(2-(2,4-di-tert-amylphenoxy)octaneamido)phenyl)propyl)-1H-pyrazolo(1,5-b)(1,2,4)triazole), BrN1C(CCC1=O)=O (N-bromosuccinimide). Run in O1CCCC1 (tetrahydrofuran), ClCCl (dichloromethane). Run at time 30 minute. Product: desired intermediate ( K ), BrC=1C(=NN2N=C(NC21)CCCC2=CC=C(C=C2)NC(C(CCCCCC)OC2=C(C=C(C=C2)C(C)(C)CC)C(C)(C)CC)=O)C (7-bromo-6-methyl-2-(3-(4-(2-(2,4-di-tert-amylphenoxy)octaneamido)phenyl)propyl)-1H-pyrazolo(1,5-b)(1,2,4)triazole). As a reaction SMILES: [CH3:1][C:2]1[CH:9]=[C:8]2[N:4]([N:5]=[C:6]([CH2:10][CH2:11][CH2:12][C:13]3[CH:18]=[CH:17][C:16]([NH:19][C:20](=[O:45])[CH:21]([O:28][C:29]4[CH:34]=[CH:33][C:32]([C:35]([CH2:38][CH3:39])([CH3:37])[CH3:36])=[CH:31][C:30]=4[C:40]([CH2:43][CH3:44])([CH3:42])[CH3:41])[CH2:22][CH2:23][CH2:24][CH2:25][CH2:26][CH3:27])=[CH:15][CH:14]=3)[NH:7]2)[N:3]=1.[Br:46]N1C(=O)CCC1=O>O1CCCC1.ClCCl>[Br:46][C:9]1[C:2]([CH3:1])=[N:3][N:4]2[C:8]=1[NH:7][C:6]([CH2:10][CH2:11][CH2:12][C:13]1[CH:14]=[CH:15][C:16]([NH:19][C:20](=[O:45])[CH:21]([O:28][C:29]3[CH:34]=[CH:33][C:32]([C:35]([CH2:38][CH3:39])([CH3:36])[CH3:37])=[CH:31][C:30]=3[C:40]([CH2:43][CH3:44])([CH3:42])[CH3:41])[CH2:22][CH2:23][CH2:24][CH2:25][CH2:26][CH3:27])=[CH:17][CH:18]=1)=[N:5]2. Procedure: In a mixture of 100 ml of tetrahydrofuran and 500 ml of dichloromethane was dissolved 50.0 g of 6-methyl-2-(3-(4-(2-(2,4-di-tert-amylphenoxy)octaneamido)phenyl)propyl)-1H-pyrazolo(1,5-b)(1,2,4)triazole (J). Thereto, 13.8 g of N-bromosuccinimide was added at room temperature, and stirring was continued for 30 minutes. The resulting reaction mixture was washed with 500 ml each of water for three times, and dried over anhydrous magnesium sulfate. An oily substance obtained by removing the solvent f... Reactants: [NH4+].[Cl-] (NH4Cl), C(=O)(C)Cl (AcCl), C(C)(C)(C)[SiH2]OC(C=1C=C(C=CC1Cl)CCN)(C)C (2-[3-(tert-butyl-dimethyl-silanyloxymethyl)-4-chloro-phenyl]-ethylamine), CCN(C(C)C)C(C)C (DIPEA). Solvent: C(Cl)Cl (CH2Cl2). Conditions: time 30 minute. Product: C(C)(C)(C)[SiH2]OC(C=1C=C(C=CC1Cl)CCNC(C)=O)(C)C (N-{2-[3-(tert-Butyl-dimethyl-silanyloxymethyl)-4-chloro-phenyl]-ethyl}-acetamide). Yield: 66.1%. Reaction SMILES: [C:1](Cl)([CH3:3])=[O:2].[C:5]([SiH2:9][O:10][C:11]([CH3:23])([CH3:22])[C:12]1[CH:13]=[C:14]([CH2:19][CH2:20][NH2:21])[CH:15]=[CH:16][C:17]=1[Cl:18])([CH3:8])([CH3:7])[CH3:6].CCN(C(C)C)C(C)C.[NH4+].[Cl-]>C(Cl)Cl>[C:5]([SiH2:9][O:10][C:11]([CH3:23])([CH3:22])[C:12]1[CH:13]=[C:14]([CH2:19][CH2:20][NH:21][C:1](=[O:2])[CH3:3])[CH:15]=[CH:16][C:17]=1[Cl:18])([CH3:8])([CH3:7])[CH3:6] |f:3.4|. Reported procedure: AcCl (0.063 mL, 0.88 mmol) was added to a sol. of 2-[3-(tert-butyl-dimethyl-silanyloxymethyl)-4-chloro-phenyl]-ethylamine (252 mg, 0.840 mmol) and DIPEA (0.575 mL, 3.36 mmol) in CH2Cl2 (8.4 mL). The mixture was stirred at rt for 30 min, and aq. sat. NH4Cl was added. The layers were separated, and the org. layer was washed with aq. 1M NaOH, dried over MgSO4, filtered, and the solvents were removed under reduced pressure. Purification of the crude by FC (CH2Cl2/MeOH 19:1) yielded the title compoun... Reactants: C(C1=CC=CC=C1)(=O)O (benzoic acid), C(C)O (ethanol), CN(C1=CC(=CC=C1)N(C)C)C (N,N,N', N'-tetramethyl-m-phenylenediamine), C(C)(=O)OC(C)=O (acetic anhydride). Reaction conditions: time 8 hour. Yields the product CN(C1=C(C=CC(=C1)N(C)C)C1(OC(=O)C2=CC=CC=C12)C1=C(N(C2=CC=CC=C12)CC)C)C (3-[2,4-bis(dimethylamino)phenyl]-3-(1-ethyl-2-methyl-3-indolyl)phthalide). As a reaction SMILES: [C:1](O)(=O)[C:2]1[CH:7]=[CH:6][CH:5]=[CH:4][CH:3]=1.[CH3:10][N:11]([CH3:21])[C:12]1[CH:17]=[CH:16][CH:15]=[C:14]([N:18]([CH3:20])[CH3:19])[CH:13]=1.[C:22]([O:25][C:26](=[O:28])[CH3:27])(=O)[CH3:23].[CH2:29](O)[CH3:30]>>[CH3:19][N:18]([CH3:20])[C:14]1[CH:13]=[C:12]([N:11]([CH3:21])[CH3:10])[CH:17]=[CH:16][C:15]=1[C:22]1([C:1]2[C:2]3[C:7](=[CH:6][CH:5]=[CH:4][CH:3]=3)[N:11]([CH2:12][CH3:13])[C:29]=2[CH3:30])[C:23]2[C:27](=[CH:14][CH:15]=[CH:16][CH:17]=2)[C:26](=[O:28])[O:25]1. Procedure details: In a procedure similar to that described above in part B of this example, 12.28 g (0.04 mole) of 2-[1-ethyl-2-methyl-3-indoly)carbonyl]benzoic acid, prepared as described in part A above, 8.57 g (0.05 mole) of N,N,N', N'-tetramethyl-m-phenylenediamine and 6.0 ml of acetic anhydride were interacted with stirring at room temperature overnight. The reaction mixture was then diluted with 13.0 ml of ethanol and the precipitate which separated was filtered and washed with 6.0 ml of ethanol. The filter... Reactants: O (Water), B1(OB(OB(O1)C=C)C=C)C=C.C1=CC=NC=C1 (2,4,6-trivinylcyclotriboroxane pyridine complex), C([O-])([O-])=O.[K+].[K+] (potassium carbonate), C(C)(C)(C)OC(=O)C=1C(=CC=CC1)C1=CC(=C(C=C1)CN1C(=NC(=C1C=NO)Br)OCCC)F (4′-[4-Bromo-5-(hydroxyiminomethyl)-2-propoxy-imidazol-1-ylmethyl]-3′-fluorobiphenyl-2-carboxylic acid t-butyl ester), tetrakis(triphenyl-phosphine)palladium(0), COCCOC (1,2-dimethoxyethane). Run at time 20 minute. Yields the product C(C)(C)(C)OC(=O)C=1C(=CC=CC1)C1=CC(=C(C=C1)CN1C(=NC(=C1C=NO)C=C)OCCC)F (3′-Fluoro-4′-[5-(hydroxyiminomethyl)-2-propoxy-4-vinyl-imidazol-1-ylmethyl]-biphenyl-2-carboxylic acid t-butyl ester). Isolated yield 88.8%. As a reaction SMILES: [C:1]([O:5][C:6]([C:8]1[C:9]([C:14]2[CH:19]=[CH:18][C:17]([CH2:20][N:21]3[C:25]([CH:26]=[N:27][OH:28])=[C:24](Br)[N:23]=[C:22]3[O:30][CH2:31][CH2:32][CH3:33])=[C:16]([F:34])[CH:15]=2)=[CH:10][CH:11]=[CH:12][CH:13]=1)=[O:7])([CH3:4])([CH3:3])[CH3:2].CO[CH2:37][CH2:38]OC.O.B1(C=C)OB(C=C)OB(C=C)O1.C1C=CN=CC=1.C(=O)([O-])[O-].[K+].[K+]>>[C:1]([O:5][C:6]([C:8]1[C:9]([C:14]2[CH:19]=[CH:18][C:17]([CH2:20][N:21]3[C:25]([CH:26]=[N:27][OH:28])=[C:24]([CH:37]=[CH2:38])[N:23]=[C:22]3[O:30][CH2:31][CH2:32][CH3:33])=[C:16]([F:34])[CH:15]=2)=[CH:10][CH:11]=[CH:12][CH:13]=1)=[O:7])([CH3:4])([CH3:3])[CH3:2] |f:3.4,5.6.7|. Procedure details: Compound B (4.0 g), tetrakis(triphenyl-phosphine)palladium(0) (203 mg, 176 μmol) and 1,2-dimethoxyethane (100 Ml, 1 mol) were combined and stirred under nitrogen at room temperature for 20 minutes. Water (20.6 mL, 1.1 mol), 2,4,6-trivinylcyclotriboroxane pyridine complex (1.1 g, 44.4 mmol) and potassium carbonate (1.3 g, 9.3 mmol) were then added and the mixture was heated at 90° C. for 6-12 hours. The product was purified by flash chromatography in hexanes/EtOAc 0-75%) to yield compound C (3.2 ...